This data is from the Open Reaction Database (ORD), a public repository of structured organic reaction records. The task is: describe an organic reaction: reactants, conditions, products, and yield The reactants are [H-].C(C(C)C)[Al+]CC(C)C (diisobutylaluminum hydride), COC(C1=CC(=CC(=C1)Br)I)=O (methyl-5-bromo-3-iodobenzoate), Cl (HCl). Solvent: C(Cl)Cl (methylene chloride). Run at temperature 0 celsius, time 1 hour. The product is BrC=1C=C(C=C(CO)C1)I (5-bromo-3-iodobenzyl alcohol). Yield: 96.7%. RXN SMILES: C[O:2][C:3](=O)[C:4]1[CH:9]=[C:8]([Br:10])[CH:7]=[C:6]([I:11])[CH:5]=1.[H-].C([Al+]CC(C)C)C(C)C.Cl>C(Cl)Cl>[Br:10][C:8]1[CH:7]=[C:6]([I:11])[CH:5]=[C:4]([CH:9]=1)[CH2:3][OH:2] |f:1.2|. Procedure: To methyl 5-bromo-3-iodobenzoate (Step A above) (5.01 g, 0.015 mole) in anhydrous methylene chloride (100 mL) at -78° C., was added dropwise minutes, diisobutylaluminum hydride (5.50 mL, 0.03 mole). The mixture was stirred for 1 hour then allowed to warm to 0° C. The reaction solution was poured into 600 mL, chilled 3N HCl and extracted 3× with methylene chloride (150 mL). The organic layers were combined, dried over MgSO4 and concentrated under vacuum to yield 5-bromo-3-iodobenzyl alcohol (4.54... Procedure: 4.5 g of potassium tert-butylate are added in portions to a solution of 5 g of 2-(2-chloroprop-2-enyloxy)phenylsulfonamide such that the temperature does not exceed 28° C. The reaction mixture is stirred for 20 hours at 20°-25° C. and, after addition of ice-water, adjusted to pH 7 by the dropwise addition of 10% hydrochloric acid and extracted with ethyl acetate. The extract is washed with water and hydrochloric acid, dried over sodium sulfate and concentrated by evaporation. The residue is chro... Reactants: Cl (hydrochloric acid), CC(C)(C)[O-].[K+] (potassium tert-butylate), ClC(COC1=C(C=CC=C1)S(=O)(=O)N)=C (2-(2-chloroprop-2-enyloxy)phenylsulfonamide), ice water. Run at time 20 hour. Product: C(=C=C)OC1=C(C=CC=C1)S(=O)(=O)N (2-allenyloxyphenylsulfonamide). RXN SMILES: CC([O-])(C)C.[K+].Cl[C:8](=[CH2:21])[CH2:9][O:10][C:11]1[CH:16]=[CH:15][CH:14]=[CH:13][C:12]=1[S:17]([NH2:20])(=[O:19])=[O:18].Cl>>[CH:9]([O:10][C:11]1[CH:16]=[CH:15][CH:14]=[CH:13][C:12]=1[S:17]([NH2:20])(=[O:18])=[O:19])=[C:8]=[CH2:21] |f:0.1|.